From a dataset of the Open Reaction Database (ORD), a public repository of structured organic reaction records. describe an organic reaction: reactants, conditions, products, and yield Reactants: NC1CCC1, NC(=O)c1cc(-c2ccccc2)cc2c(C3CCN(S(=O)(=O)CCCCl)CC3)n[nH]c12, [I-], [K+], [K+], [Na+], O=C([O-])[O-], CN(C)C=O. Product: NC(=O)c1cc(-c2ccccc2)cc2c(C3CCN(S(=O)(=O)CCCNC4CCC4)CC3)n[nH]c12. As a reaction SMILES: [CH:38]1([NH2:42])[CH2:39][CH2:40][CH2:41]1.[Cl:1][CH2:2][CH2:3][CH2:4][S:5](=[O:6])(=[O:7])[N:8]1[CH2:9][CH2:10][CH:11]([c:14]2[n:15][nH:16][c:17]3[c:18]([C:29](=[O:30])[NH2:31])[cH:19][c:20](-[c:23]4[cH:24][cH:25][cH:26][cH:27][cH:28]4)[cH:21][c:22]23)[CH2:12][CH2:13]1.[I-:44].[K+:32].[K+:33].[Na+:43].[O-:34][C:35]([O-:36])=[O:37].[O:45]=[CH:46][N:47]([CH3:48])[CH3:49]>>[CH2:2]([CH2:3][CH2:4][S:5](=[O:6])(=[O:7])[N:8]1[CH2:9][CH2:10][CH:11]([c:14]2[n:15][nH:16][c:17]3[c:18]([C:29](=[O:30])[NH2:31])[cH:19][c:20](-[c:23]4[cH:24][cH:25][cH:26][cH:27][cH:28]4)[cH:21][c:22]23)[CH2:12][CH2:13]1)[NH:42][CH:38]1[CH2:39][CH2:40][CH2:41]1. Reactants: CC(=O)Nc1ccc2c(c1)C(=O)C(=O)N2CCN(C(C)C)C(C)C, Cl, NNC(N)=O. The product is CC(=O)Nc1ccc2c(c1)C(=NNC(N)=O)C(=O)N2CCN(C(C)C)C(C)C. As a reaction SMILES: [C:1]([CH3:2])(=[O:3])[NH:4][c:5]1[cH:6][c:7]2[c:11]([cH:12][cH:13]1)[N:10]([CH2:14][CH2:15][N:16]([CH:17]([CH3:18])[CH3:19])[CH:20]([CH3:21])[CH3:22])[C:9](=[O:23])[C:8]2=[O:24].[ClH:25].[NH2:26][NH:27][C:28](=[O:29])[NH2:30]>>[C:1]([CH3:2])(=[O:3])[NH:4][c:5]1[cH:6][c:7]2[c:11]([cH:12][cH:13]1)[N:10]([CH2:14][CH2:15][N:16]([CH:17]([CH3:18])[CH3:19])[CH:20]([CH3:21])[CH3:22])[C:9](=[O:23])[C:8]2=[N:26][NH:27][C:28](=[O:29])[NH2:30].